This data is from the Open Reaction Database (ORD), a public repository of structured organic reaction records. The task is: describe an organic reaction: reactants, conditions, products, and yield Reaction SMILES: BrC1C=CC(CC[C:10]([NH:12]C)=O)=CC=1.[Br:14][C:15]1[CH:20]=[CH:19][C:18]([CH2:21][C:22]([OH:24])=O)=[CH:17][CH:16]=1.CN>>[Br:14][C:15]1[CH:20]=[CH:19][C:18]([CH2:21][C:22]([NH:12][CH3:10])=[O:24])=[CH:17][CH:16]=1. Yield: 75.0%. Procedure: Using a procedure analogous to that used to prepare 22A, 2-(4-bromophenyl)acetic acid (1.6 g, 7.0 mmol) was coupled to methylamine to yield 23A (2.0 g, 75%) as a white solid. MS (ESI) m/z 228.20/230.20 (M+H)+. Starting materials: BrC1=CC=C(C=C1)CCC(=O)NC (3-(4-bromophenyl)-N-methylpropanamide), BrC1=CC=C(C=C1)CC(=O)O (2-(4-bromophenyl)acetic acid), CN (methylamine). Yields the product BrC1=CC=C(C=C1)CC(=O)NC (2-(4-bromophenyl)-N-methylacetamide). Reactants: CC(=O)OC(C)=O, CCOCC, O=C(O)CC(CC(=O)O)c1ccccc1. The product is O=C1CC(c2ccccc2)CC(=O)O1. As a reaction SMILES: [CH3:16][C:17]([O:18][C:19](=[O:20])[CH3:21])=[O:22].[CH3:23][CH2:24][O:25][CH2:26][CH3:27].[c:1]1([CH:7]([CH2:8][C:9](=[O:10])[OH:11])[CH2:12][C:13](=[O:14])[OH:15])[cH:2][cH:3][cH:4][cH:5][cH:6]1>>[c:1]1([CH:7]2[CH2:8][C:9](=[O:11])[O:15][C:13](=[O:14])[CH2:12]2)[cH:2][cH:3][cH:4][cH:5][cH:6]1. Starting materials: IC1=NN(C2=CC(=CC=C12)C=O)COCC[Si](C)(C)C (3-iodo-1-((2-(trimethylsilyl)ethoxy)methyl)-1H-indazole-6-carbaldehyde), C1CN1P(=O)(NC(=O)C2=CC=CC=C2I)N3CC3 (A103), C(=C)C=1C=C(C=CC1)C(=O)N1CCN(CC1)C (1-[(3-ethenylphenyl)carbonyl]-4-methylpiperazine). Product: CN1CCN(CC1)C(=O)C=1C=C(/C=C/C2=NN(C3=CC(=CC=C23)C=O)COCC[Si](C)(C)C)C=CC1 ((E)-3-(3-(4-methylpiperazine-1-carbonyl)styryl)-1-((2-(trimethylsilyl)ethoxy)-methyl)-1H-indazole-6-carbaldehyde), material. Yield: 24.0%. As a reaction SMILES: C1N(P(N2CC2)(NC(C2C(I)=CC=CC=2)=O)=O)C1.[CH:19]([C:21]1[CH:22]=[C:23]([C:27]([N:29]2[CH2:34][CH2:33][N:32]([CH3:35])[CH2:31][CH2:30]2)=[O:28])[CH:24]=[CH:25][CH:26]=1)=[CH2:20].I[C:37]1[C:45]2[C:40](=[CH:41][C:42]([CH:46]=[O:47])=[CH:43][CH:44]=2)[N:39]([CH2:48][O:49][CH2:50][CH2:51][Si:52]([CH3:55])([CH3:54])[CH3:53])[N:38]=1>>[CH3:35][N:32]1[CH2:31][CH2:30][N:29]([C:27]([C:23]2[CH:22]=[C:21]([CH:26]=[CH:25][CH:24]=2)/[CH:19]=[CH:20]/[C:37]2[C:45]3[C:40](=[CH:41][C:42]([CH:46]=[O:47])=[CH:43][CH:44]=3)[N:39]([CH2:48][O:49][CH2:50][CH2:51][Si:52]([CH3:55])([CH3:54])[CH3:53])[N:38]=2)=[O:28])[CH2:34][CH2:33]1. Procedure details: The title compound was synthesized according to the method of Example A103, utilizing 1-[(3-ethenylphenyl)carbonyl]-4-methylpiperazine (76 mg, 0.33 mmol) and 3-iodo-1-((2-(trimethylsilyl)ethoxy)methyl)-1H-indazole-6-carbaldehyde (100 mg, 0.25 mmol). Purified by prepTLC (SiO2 10% MeOH/DCM) to provide the title compound to as a colorless material (30.1 mg, 24%). 1H NMR (400 MHz, CD3OD) δ ppm 10.14 (s, 1H), 8.27 (s, 1H), 7.80 (m, 1H), 7.71 (s, 1H), 7.65 (d, J=16.6 Hz, 1H), 7.56-7.60 (m, 1H), 7.57 (... Reactants: C(C)C1(C2=CC(=CC=C2C=2C=CC(=CC12)C=O)Br)CC (9,9-Diethyl-7-bromo-fluorene-2-carboxaldehyde), NC1=C(C=CC=C1)S (2-amino thiophenol), CS(=O)C (DMSO). Run in O (water). Run at temperature 195 celsius, time 45 minute. Yields the product S1C=NC2=C1C=CC=C2 (benzothiazole). The yield is 80.3%. As a reaction SMILES: [CH2:1](C1(CC)C2C=C(C=O)C=CC=2C2C1=CC(Br)=CC=2)C.[NH2:21][C:22]1[CH:27]=[CH:26][CH:25]=[CH:24][C:23]=1[SH:28].CS(C)=O>O>[S:28]1[C:23]2[CH:24]=[CH:25][CH:26]=[CH:27][C:22]=2[N:21]=[CH:1]1. Procedure: A mixture of 9,9-Diethyl-7-bromo-fluorene-2-carboxaldehyde (49.35 g., 0.15 mol.), 2-amino thiophenol (20 ml. 0.187 mol., 1,25 eq.), and DMSO (110 ml) was heated in an oil bath to a bath temperature of 195° C., held there for 45 minutes, and then poured into water. The separated solids were collected, reslurried in 1:4 acetic acid-water (1000 ml.) filtered, and washed with water and dilute sodium bicarbonate solution. These solids, 80.05 g., were then reslurried in hot ethanol, (600 ml), cooled a...